Dataset: the Open Reaction Database (ORD), a public repository of structured organic reaction records. Task: describe an organic reaction: reactants, conditions, products, and yield The reactants are [Cl-].O[NH3+] (hydroxylammonium chloride), C(O)([O-])=O.[Na+] (sodium hydrogen carbonate), CS(=O)C (dimethyl sulfoxide), C(CCC)C=1N=C(N(C(C1CC1=C(C=C(C=C1F)C=1C(=CC=CC1)C#N)F)=O)C1=CC=CC=C1)C (4′-[(4-butyl-2-methyl-6-oxo-1-phenyl-1,6-dihydropyrimidin-5-yl)methyl]-3′,5′-difluorobiphenyl-2-carbonitrile). The solvent is O (water), C(C)(=O)OCC (ethyl acetate). Reaction conditions: temperature 40 celsius, time 30 minute. The product is C(CCC)C1=C(C(N(C(=N1)C)C1=CC=CC=C1)=O)CC1=C(C=C(C=C1F)C1=C(C=CC=C1)C1=NOC(N1)=O)F (6-butyl-5-{[3,5-difluoro-2′-(5-oxo-4,5-dihydro-1,2,4-oxadiazol-3-yl)biphenyl-4-yl]methyl}-2-methyl-3-phenylpyrimidin-4(3H)-one). Yield: 46.3%. As a reaction SMILES: [Cl-].O[NH3+:3].[C:4](=[O:7])([O-])[OH:5].[Na+].CS(C)=O.[CH2:13]([C:17]1[N:18]=[C:19]([CH3:47])[N:20]([C:41]2[CH:46]=[CH:45][CH:44]=[CH:43][CH:42]=2)[C:21](=[O:40])[C:22]=1[CH2:23][C:24]1[C:29]([F:30])=[CH:28][C:27]([C:31]2[C:32]([C:37]#[N:38])=[CH:33][CH:34]=[CH:35][CH:36]=2)=[CH:26][C:25]=1[F:39])[CH2:14][CH2:15][CH3:16]>O.C(OCC)(=O)C>[CH2:13]([C:17]1[N:18]=[C:19]([CH3:47])[N:20]([C:41]2[CH:46]=[CH:45][CH:44]=[CH:43][CH:42]=2)[C:21](=[O:40])[C:22]=1[CH2:23][C:24]1[C:25]([F:39])=[CH:26][C:27]([C:31]2[CH:36]=[CH:35][CH:34]=[CH:33][C:32]=2[C:37]2[NH:3][C:4](=[O:7])[O:5][N:38]=2)=[CH:28][C:29]=1[F:30])[CH2:14][CH2:15][CH3:16] |f:0.1,2.3|. Reported procedure: A mixture of hydroxylammonium chloride (1.50 g), sodium hydrogen carbonate (2.50 g) and dimethyl sulfoxide (10 mL) was stirred at 40° C. for 30 min, 4′-[(4-butyl-2-methyl-6-oxo-1-phenyl-1,6-dihydropyrimidin-5-yl)methyl]-3′,5′-difluorobiphenyl-2-carbonitrile (1.21 g) was added, and the mixture was stirred at 90° C. for 18 hr. The reaction mixture was allowed to cool to room temperature, ethyl acetate and water were added, and the mixture was extracted with ethyl acetate. The organic layer was was... Starting materials: NC1=C(C2=C(S1)C1=CC=CC=C1C2)C(=O)N (2-amino-4H-indeno[1,2-b]thiophene-3-carboxylic acid amide), FC(C(=O)O)(F)F.NC1=C(C2=C(S1)C1=CC(=CC=C1CC2)OC)C(=O)N (2-amino-8-methoxy-4,5-dihydro-naphtho[1,2-b]thiophene-3 carboxylic acid amide trifluoroacetate). The product is COC1=CC=C2CCC3=C(SC(=C3C(=O)N)NC(=O)N)C2=C1 (8-Methoxy-2-ureido-4,5-dihydro-naphtho[1,2-b]thiophene-3-carboxylic acid amide). As a reaction SMILES: NC1SC2C3C(CC=2C=1[C:14]([NH2:16])=[O:15])=CC=CC=3.FC(F)(F)C(O)=O.[NH2:24][C:25]1[S:29][C:28]2[C:30]3[C:35]([CH2:36][CH2:37][C:27]=2[C:26]=1[C:40]([NH2:42])=[O:41])=[CH:34][CH:33]=[C:32]([O:38][CH3:39])[CH:31]=3>>[CH3:39][O:38][C:32]1[CH:31]=[C:30]2[C:35]([CH2:36][CH2:37][C:27]3[C:26]([C:40]([NH2:42])=[O:41])=[C:25]([NH:24][C:14]([NH2:16])=[O:15])[S:29][C:28]=32)=[CH:34][CH:33]=1 |f:1.2|. Reported procedure: The title compound was prepared by the same procedure as Example 2 except 2-amino-4H-indeno[1,2-b]thiophene-3-carboxylic acid amide was replaced with 2-amino-8-methoxy-4,5-dihydro-naphtho[1,2-b]thiophene-3 carboxylic acid amide trifluoroacetate to give the above title compound as brown solid. ESMS m/z: 318 [M+H]+. Reactants: ClC1=C(C=CC(=C1)Cl)C1(CO1)CC (2-(2,4-dichlorophenyl)-1,2-epoxybutane), C(CC)O (n-propanol), B(F)(F)F.CCOCC (boron trifluoride-etherate), C(CC)O (n-propanol). Run at time 24 hour. The product is ClC1=C(C=CC(=C1)Cl)C(CO)(CC)OCCC (2-(2,4-dichlorophenyl)-2-propoxybutan-1-ol). Reaction SMILES: [Cl:1][C:2]1[CH:7]=[C:6]([Cl:8])[CH:5]=[CH:4][C:3]=1[C:9]1([CH2:12][CH3:13])[O:11][CH2:10]1.[CH2:14]([OH:17])CC.B(F)(F)F.[CH3:22][CH2:23]OCC>>[Cl:1][C:2]1[CH:7]=[C:6]([Cl:8])[CH:5]=[CH:4][C:3]=1[C:9]([O:11][CH2:10][CH2:22][CH3:23])([CH2:12][CH3:13])[CH2:14][OH:17] |f:2.3|. Procedure details: 8.68 g (0.04 mole) of 2-(2,4-dichlorophenyl)-1,2-epoxybutane of 95% purity are dissolved in 12 g (0.2 mole) of n-propanol, and a solution of 5.68 g (0.04 mole) of boron trifluoride-etherate in 12 g (0.2 mole) of n-propanol is added dropwise at 20° C. After 24 hours, the mixture is extracted with chloroform, the solvent is removed on a rotary evaporator and the residue is purified by column chromatography using silica gel. The yield is 5.41 g (48.8%) of a colourless oil. 60 MHz-1H-NMR (DCCl3): δ=... Reactants: BrB(Br)Br, COc1c(Br)cc(C(=O)N2CCOc3cnccc32)cc1Br, O=C([O-])O, [Na+]. Yields the product O=C(c1cc(Br)c(O)c(Br)c1)N1CCOc2cnccc21. RXN SMILES: [B:23]([Br:24])([Br:25])[Br:26].[Br:1][c:2]1[cH:3][c:4]([C:11](=[O:12])[N:13]2[c:14]3[c:15]([cH:19][n:20][cH:21][cH:22]3)[O:16][CH2:17][CH2:18]2)[cH:5][c:6]([Br:10])[c:7]1[O:8][CH3:9].[C:27](=[O:28])([O-:29])[OH:30].[Na+:31]>>[Br:1][c:2]1[cH:3][c:4]([C:11](=[O:12])[N:13]2[c:14]3[c:15]([cH:19][n:20][cH:21][cH:22]3)[O:16][CH2:17][CH2:18]2)[cH:5][c:6]([Br:10])[c:7]1[OH:8]. The reactants are TEA, ClC(=O)OC (methyl chloroformate), C(=O)(OC(C)(C)C)N1CC(C1)C(=O)O (Boc-azetidine-3-carboxylic acid), C1=CN(C=N1)C(=O)N2C=CN=C2 (CDI), ON=C(N)C=1C(=CC(=C(C1)NC(=O)C1=CN=C2N1C=CC=C2)C)C (N-(5-(N′-hydroxycarbamimidoyl)-2,4-dimethylphenyl)imidazo[1,2-a]pyridine-3-carboxamide). The solvent is O (water), C(=O)(C(F)(F)F)O (TFA), CN1CCCC1=O (NMP). Run at temperature 125 celsius, time 10 minute. Yields the product N=1C=C(N2C1C=CC=C2)C(=O)NC=2C(=CC(=C(C2)C2=NOC(=N2)C2CN(C2)C(=O)OC)C)C (methyl 3-(3-(5-(imidazo[1,2-a]pyridine-3-carboxamido)-2,4-dimethylphenyl)-1,2,4-oxadiazol-5-yl)azetidine-1-carboxylate). Reaction SMILES: [C:1]([N:8]1[CH2:11][CH:10]([C:12]([OH:14])=O)[CH2:9]1)([O:3][C:4](C)(C)C)=[O:2].C1N=CN(C(N2C=NC=C2)=O)C=1.O[N:28]=[C:29]([C:31]1[C:32]([CH3:50])=[CH:33][C:34]([CH3:49])=[C:35]([NH:37][C:38]([C:40]2[N:44]3[CH:45]=[CH:46][CH:47]=[CH:48][C:43]3=[N:42][CH:41]=2)=[O:39])[CH:36]=1)[NH2:30].ClC(OC)=O>CN1C(=O)CCC1.C(O)(C(F)(F)F)=O.O>[N:42]1[CH:41]=[C:40]([C:38]([NH:37][C:35]2[C:34]([CH3:49])=[CH:33][C:32]([CH3:50])=[C:31]([C:29]3[N:28]=[C:12]([CH:10]4[CH2:9][N:8]([C:1]([O:3][CH3:4])=[O:2])[CH2:11]4)[O:14][N:30]=3)[CH:36]=2)=[O:39])[N:44]2[CH:45]=[CH:46][CH:47]=[CH:48][C:43]=12. Procedure details: To a stirring solution of Boc-azetidine-3-carboxylic acid (20 mg, 0.1 mmol) in anhydrous NMP (1 mL) was added CDI (16.3 mg, 0.1 mmol). The reaction was stirred for 10 minutes. Then, N-(5-(N′-hydroxycarbamimidoyl)-2,4-dimethylphenyl)imidazo[1,2-a]pyridine-3-carboxamide (50c) (15 mg, 0.05 mmol) was added and the reaction was stirred for 15 minutes. The reaction was heated in the microwave at 125° C. for 15 minutes. The reaction mixture was added dropwise to water (20 mL) and extracted with EtOAc. ... The reactants are Brc1ccccc1, CCOC(C)=O, Cc1ccccc1, CC(O)(c1ccc(C(=O)N(C2CCNCC2)C2CC2)cc1)C(F)(F)F, O=C(C=Cc1ccccc1)C=Cc1ccccc1, O=C(C=Cc1ccccc1)C=Cc1ccccc1, O=C(C=Cc1ccccc1)C=Cc1ccccc1, [Pd], [Pd]. Yields the product CC(O)(c1ccc(C(=O)N(C2CC2)C2CCN(c3ccccc3)CC2)cc1)C(F)(F)F. As a reaction SMILES: [Br:26][c:27]1[cH:28][cH:29][cH:30][cH:31][cH:32]1.[CH3:33][CH2:34][O:35][C:36]([CH3:37])=[O:38].[CH3:39][c:40]1[cH:41][cH:42][cH:43][cH:44][cH:45]1.[CH:1]1([N:4]([C:5]([c:6]2[cH:7][cH:8][c:9]([C:12]([C:13]([F:14])([F:15])[F:16])([CH3:17])[OH:18])[cH:10][cH:11]2)=[O:19])[CH:20]2[CH2:21][CH2:22][NH:23][CH2:24][CH2:25]2)[CH2:2][CH2:3]1.[O:48]=[C:49]([CH:50]=[CH:51][c:52]1[cH:53][cH:54][cH:55][cH:56][cH:57]1)[CH:58]=[CH:59][c:60]1[cH:61][cH:62][cH:63][cH:64][cH:65]1.[O:66]=[C:67]([CH:68]=[CH:69][c:70]1[cH:71][cH:72][cH:73][cH:74][cH:75]1)[CH:76]=[CH:77][c:78]1[cH:79][cH:80][cH:81][cH:82][cH:83]1.[O:84]=[C:85]([CH:86]=[CH:87][c:88]1[cH:89][cH:90][cH:91][cH:92][cH:93]1)[CH:94]=[CH:95][c:96]1[cH:97][cH:98][cH:99][cH:100][cH:101]1.[Pd:46].[Pd:47]>>[CH:1]1([N:4]([C:5]([c:6]2[cH:7][cH:8][c:9]([C:12]([C:13]([F:14])([F:15])[F:16])([CH3:17])[OH:18])[cH:10][cH:11]2)=[O:19])[CH:20]2[CH2:21][CH2:22][N:23]([c:27]3[cH:28][cH:29][cH:30][cH:31][cH:32]3)[CH2:24][CH2:25]2)[CH2:2][CH2:3]1. Starting materials: CC(=O)NC1CCC(C(=O)O)CC1, CN(C(=O)c1cc(C(F)(F)F)cc(C(F)(F)F)c1)C1CCNCC1c1ccc(Cl)c(Cl)c1, Cl. The product is CC(=O)NC1CCC(C(=O)N2CCC(N(C)C(=O)c3cc(C(F)(F)F)cc(C(F)(F)F)c3)C(c3ccc(Cl)c(Cl)c3)C2)CC1. Reaction SMILES: [C:34]([CH3:35])(=[O:36])[NH:37][CH:38]1[CH2:39][CH2:40][CH:41]([C:44](=[O:45])[OH:46])[CH2:42][CH2:43]1.[Cl:2][c:3]1[cH:4][c:5]([CH:10]2[CH2:11][NH:12][CH2:13][CH2:14][CH:15]2[N:16]([C:17]([c:18]2[cH:19][c:20]([C:28]([F:29])([F:30])[F:31])[cH:21][c:22]([C:24]([F:25])([F:26])[F:27])[cH:23]2)=[O:32])[CH3:33])[cH:6][cH:7][c:8]1[Cl:9].[ClH:1]>>[Cl:2][c:3]1[cH:4][c:5]([CH:10]2[CH2:11][N:12]([C:44]([CH:41]3[CH2:40][CH2:39][CH:38]([NH:37][C:34]([CH3:35])=[O:36])[CH2:43][CH2:42]3)=[O:45])[CH2:13][CH2:14][CH:15]2[N:16]([C:17]([c:18]2[cH:19][c:20]([C:28]([F:29])([F:30])[F:31])[cH:21][c:22]([C:24]([F:25])([F:26])[F:27])[cH:23]2)=[O:32])[CH3:33])[cH:6][cH:7][c:8]1[Cl:9]. Reactants: Cc1cccc(C)c1-n1ccc(C(C)NOCc2ccccc2)c1, CN=C=O, O. The product is CNC(=O)N(OCc1ccccc1)C(C)c1ccn(-c2c(C)cccc2C)c1. RXN SMILES: [CH2:5]([c:6]1[cH:7][cH:8][cH:9][cH:10][cH:11]1)[O:12][NH:13][CH:14]([CH3:15])[c:16]1[cH:17][n:18](-[c:21]2[c:22]([CH3:28])[cH:23][cH:24][cH:25][c:26]2[CH3:27])[cH:19][cH:20]1.[CH3:1][N:2]=[C:3]=[O:4].[OH2:29]>>[CH3:1][NH:2][C:3](=[O:4])[N:13]([O:12][CH2:5][c:6]1[cH:7][cH:8][cH:9][cH:10][cH:11]1)[CH:14]([CH3:15])[c:16]1[cH:17][n:18](-[c:21]2[c:22]([CH3:28])[cH:23][cH:24][cH:25][c:26]2[CH3:27])[cH:19][cH:20]1. The reactants are C1CCOC1, COC(=O)c1cc(OCc2ccccc2)cc(Oc2ccc(S(C)(=O)=O)cc2)c1. The product is COC(=O)c1cc(O)cc(Oc2ccc(S(C)(=O)=O)cc2)c1. As a reaction SMILES: [CH2:30]1[O:31][CH2:32][CH2:33][CH2:34]1.[c:1]1([CH2:2][O:8][c:9]2[cH:10][c:11]([C:12](=[O:13])[O:14][CH3:15])[cH:16][c:17]([O:19][c:20]3[cH:21][cH:22][c:23]([S:26](=[O:27])(=[O:28])[CH3:29])[cH:24][cH:25]3)[cH:18]2)[cH:3][cH:4][cH:5][cH:6][cH:7]1>>[OH:8][c:9]1[cH:10][c:11]([C:12](=[O:13])[O:14][CH3:15])[cH:16][c:17]([O:19][c:20]2[cH:21][cH:22][c:23]([S:26](=[O:27])(=[O:28])[CH3:29])[cH:24][cH:25]2)[cH:18]1. The reactants are FC(C1=NNC(C=2C=C3C=CC=CN3C21)=O)(F)F (4-trifluoromethylpyridazino[4,5-b]indolizin-1-one), [OH-].[Na+] (sodium hydroxide), P(=O)(Cl)(Cl)Cl (phosphorus oxychloride), ice water. Product: ClC1=NN=C(C2=C1C=C1C=CC=CN21)C(F)(F)F (1-chloro-4-trifluoromethylpyridazino[4,5-b]indolizine). Yield: 100.0%. RXN SMILES: [F:1][C:2]([F:18])([F:17])[C:3]1[C:15]2[N:14]3[C:9]([CH:10]=[CH:11][CH:12]=[CH:13]3)=[CH:8][C:7]=2[C:6](=O)[NH:5][N:4]=1.P(Cl)(Cl)([Cl:21])=O.[OH-].[Na+]>>[Cl:21][C:6]1[C:7]2[CH:8]=[C:9]3[N:14]([C:15]=2[C:3]([C:2]([F:18])([F:17])[F:1])=[N:4][N:5]=1)[CH:13]=[CH:12][CH:11]=[CH:10]3 |f:2.3|. Reported procedure: Compound II (2.62 g, 10.3 mmol) and phosphorus oxychloride (3.18 mL, 34 mmoL) were combined and heated under reflux for 2 days. After cooling to room temperature, the reaction mixture was poured into ice water and made basic with aqueous sodium hydroxide (pH>7). The product was collected by filtration and dried in a vacuum oven overnight to give 2.82 g (100%) of 1-chloro-4-trifluoromethylpyridazino[4,5-b]indolizine (III)